From a dataset of the Open Reaction Database (ORD), a public repository of structured organic reaction records. describe an organic reaction: reactants, conditions, products, and yield Starting materials: ONC(C=CC1=CN(C=C1)S(=O)(=O)CC1=CC=CC=C1)=O (N-Hydroxy-3-(1-phenylmethanesulfonyl-1H-pyrrol-3-yl)-acrylamide), IR15, CN(C1=CC=C(C=C1)S(=O)(=O)N1C=C(C=C1)/C=C/C(=O)NOC1OCCCC1)C ((E)-3-[1-(4-dimethylamino-benzene sulfonyl)-1H-pyrrol-3-yl]-N-(tetrahydro-pyran-2-yloxy)-acrylamide), CN(C1=CC=C(C=C1)S(=O)(=O)N1C=C(C=C1)/C=C/C(=O)NOC1OCCCC1)C ((E)-3-[1-(4-dimethylamino-benzene sulfonyl)-1H-pyrrol-3-yl]-N-(tetrahydro-pyran-2-yloxy)-acrylamide). The solvent is CO.O (methanol water). Product: CN(C1=CC=C(C=C1)S(=O)(=O)N1C=C(C=C1)/C=C/C(=O)NO)C ((E)-3-[1-(4-Dimethylamino-benzenesulfonyl)-1H-pyrrol-3-yl]-N-hydroxy-acrylamide). Reaction SMILES: ONC(=O)C=CC1C=CN(S(CC2C=CC=CC=2)(=O)=O)C=1.[CH3:22][N:23]([CH3:50])[C:24]1[CH:29]=[CH:28][C:27]([S:30]([N:33]2[CH:37]=[CH:36][C:35](/[CH:38]=[CH:39]/[C:40]([NH:42][O:43]C3CCCCO3)=[O:41])=[CH:34]2)(=[O:32])=[O:31])=[CH:26][CH:25]=1>CO.O>[CH3:50][N:23]([CH3:22])[C:24]1[CH:25]=[CH:26][C:27]([S:30]([N:33]2[CH:37]=[CH:36][C:35](/[CH:38]=[CH:39]/[C:40]([NH:42][OH:43])=[O:41])=[CH:34]2)(=[O:31])=[O:32])=[CH:28][CH:29]=1 |f:2.3|. Procedure: The method used for preparation of this compound is analogous to the method described for compound 2. Starting materials: (E)-3-[1-(4-dimethylamino-benzene sulfonyl)-1H-pyrrol-3-yl]-N-(tetrahydro-pyran-2-yloxy)-acrylamide (compound A4) (0.200 g), methanol/water 3/2 (50 ml), amberlyst IR15 (0.402 g).